Dataset: the Open Reaction Database (ORD), a public repository of structured organic reaction records. Task: describe an organic reaction: reactants, conditions, products, and yield Starting materials: C1CCNC1, Cc1nc2c(OC3CCOc4cc(F)cc(F)c43)cc(C(=O)O)cc2n1C. Product: Cc1nc2c(OC3CCOc4cc(F)cc(F)c43)cc(C(=O)N3CCCC3)cc2n1C. RXN SMILES: [CH2:28]1[CH2:29][CH2:30][NH:31][CH2:32]1.[F:1][c:2]1[c:3]2[c:8]([cH:9][c:10]([F:12])[cH:11]1)[O:7][CH2:6][CH2:5][CH:4]2[O:13][c:14]1[cH:15][c:16]([C:25](=[O:26])[OH:27])[cH:17][c:18]2[n:19]([CH3:24])[c:20]([CH3:23])[n:21][c:22]12>>[F:1][c:2]1[c:3]2[c:8]([cH:9][c:10]([F:12])[cH:11]1)[O:7][CH2:6][CH2:5][CH:4]2[O:13][c:14]1[cH:15][c:16]([C:25](=[O:26])[N:31]2[CH2:30][CH2:29][CH2:28][CH2:32]2)[cH:17][c:18]2[n:19]([CH3:24])[c:20]([CH3:23])[n:21][c:22]12.